This data is from the Open Reaction Database (ORD), a public repository of structured organic reaction records. The task is: describe an organic reaction: reactants, conditions, products, and yield The reactants are CC(C)Br, Oc1cccnc1Br, CN(C)C=O, [H-], [Na+], O. Product: CC(C)Oc1cccnc1Br. As a reaction SMILES: [Br:11][CH:12]([CH3:13])[CH3:14].[Br:3][c:4]1[n:5][cH:6][cH:7][cH:8][c:9]1[OH:10].[CH3:16][N:17]([CH3:18])[CH:19]=[O:20].[H-:1].[Na+:2].[OH2:15]>>[Br:3][c:4]1[n:5][cH:6][cH:7][cH:8][c:9]1[O:10][CH:12]([CH3:13])[CH3:14].